Dataset: the Open Reaction Database (ORD), a public repository of structured organic reaction records. Task: describe an organic reaction: reactants, conditions, products, and yield The reactants are COC(C1=CC=C(C=C1)C(CCCCCC)SC1=CC=C(C=C1)Br)=O (4-[1-(4-bromo-phenylsulfanyl)-heptyl]-benzoic acid methyl ester), [OH-].[Na+] (sodium hydroxide), C(C)O (ethanol). Product: BrC1=CC=C(C=C1)SC(CC(CCCC)C)C1=CC=C(C(=O)O)C=C1 (4-[1-(4-bromo-phenylsulfanyl)-3-methyl-heptyl]-benzoic acid). Reaction SMILES: C[O:2][C:3](=[O:25])[C:4]1[CH:9]=[CH:8][C:7]([CH:10]([S:17][C:18]2[CH:23]=[CH:22][C:21]([Br:24])=[CH:20][CH:19]=2)[CH2:11][CH2:12][CH2:13][CH2:14][CH2:15][CH3:16])=[CH:6][CH:5]=1.[OH-].[Na+].[CH2:28](O)C>>[Br:24][C:21]1[CH:22]=[CH:23][C:18]([S:17][CH:10]([C:7]2[CH:8]=[CH:9][C:4]([C:3]([OH:2])=[O:25])=[CH:5][CH:6]=2)[CH2:11][CH:12]([CH3:28])[CH2:13][CH2:14][CH2:15][CH3:16])=[CH:19][CH:20]=1 |f:1.2|. Procedure: To a solution of 4-(1-hydroxy-3-methyl-heptyl)-benzoic acid methyl ester (1760 mg, 7.04 mmol) in toluene (70 mL) is added 1,1′-(azodicarbonyl)dipiperidine (ADDP, 2664 mg, 10.56 mmol) at 0° C., followed by the additions of tributylphosphine (2.63 mL, 8.38 mmol) and 4-bromo-benzenethiol (1597 mg, 8.45 mmol). The reaction mixture is warmed up to room temperature and stirred overnight. The mixture is loaded on silica gel, eluted with hexanes with a gradient from 0% of ethyl acetate to 50% of ethyl a... Starting materials: BrC1=CC=C(C=C1)C(CCN1CCC(CC1)C=1C=C(C=CC1)NC(C(C)C)=O)O (N-(3-{1-[3-(4-bromophenyl)-3-hydroxypropyl]-4-piperidinyl}phenyl)-2-methylpropanamide), O(C1=CC=CC=C1)C1=CC=C(C=C1)O (4-phenoxyphenol). Yields the product BrC1=CC=C(C=C1)C(CCN1CCC(CC1)C=1C=C(C=CC1)NC(C(C)C)=O)OC1=CC=C(C=C1)OC1=CC=CC=C1 (N-(3-{1-[3-(4-BROMOPHENYL)-3-(4-PHENOXYPHENOXY)PROPYL]-4-PIPERIDINYL}PHENYL)-2-METHYLPROPANAMIDE). Reaction SMILES: [Br:1][C:2]1[CH:7]=[CH:6][C:5]([CH:8]([OH:29])[CH2:9][CH2:10][N:11]2[CH2:16][CH2:15][CH:14]([C:17]3[CH:18]=[C:19]([NH:23][C:24](=[O:28])[CH:25]([CH3:27])[CH3:26])[CH:20]=[CH:21][CH:22]=3)[CH2:13][CH2:12]2)=[CH:4][CH:3]=1.[O:30]([C:37]1[CH:42]=[CH:41][C:40](O)=[CH:39][CH:38]=1)[C:31]1[CH:36]=[CH:35][CH:34]=[CH:33][CH:32]=1>>[Br:1][C:2]1[CH:3]=[CH:4][C:5]([CH:8]([O:29][C:40]2[CH:41]=[CH:42][C:37]([O:30][C:31]3[CH:36]=[CH:35][CH:34]=[CH:33][CH:32]=3)=[CH:38][CH:39]=2)[CH2:9][CH2:10][N:11]2[CH2:16][CH2:15][CH:14]([C:17]3[CH:18]=[C:19]([NH:23][C:24](=[O:28])[CH:25]([CH3:26])[CH3:27])[CH:20]=[CH:21][CH:22]=3)[CH2:13][CH2:12]2)=[CH:6][CH:7]=1. Procedure details: Prepared by Procedure A and Scheme AN using N-(3-{1-[3-(4-bromophenyl)-3-hydroxypropyl]-4-piperidinyl}phenyl)-2-methylpropanamide and 4-phenoxyphenol: ESMS m/e: 626.6 (M+H)+. The reactants are CCOCC, [Li]CCCC, O=[N+]([O-])c1ccccc1CBr, Nc1ccccc1F, C1CCOC1. Yields the product O=[N+]([O-])c1ccccc1CNc1ccccc1F. RXN SMILES: [CH2:30]([O:31][CH2:32][CH3:33])[CH3:34].[CH2:9]([Li:10])[CH2:11][CH2:12][CH3:13].[N+:14](=[O:15])([O-:16])[c:17]1[c:18]([CH2:19][Br:20])[cH:21][cH:22][cH:23][cH:24]1.[NH2:1][c:2]1[cH:3][cH:4][cH:5][cH:6][c:7]1[F:8].[O:25]1[CH2:26][CH2:27][CH2:28][CH2:29]1>>[NH:1]([c:2]1[cH:3][cH:4][cH:5][cH:6][c:7]1[F:8])[CH2:19][c:18]1[c:17]([N+:14](=[O:15])[O-:16])[cH:24][cH:23][cH:22][cH:21]1. Starting materials: hexanes ethylacetate, eluent, CC1=C2C(=CNC2=CC=C1)CC#N ((4-Methyl-1H-indol-3-yl)-acetonitrile), [H-].[Na+] (sodium hydride), CI (methyl iodide). Run in C1CCOC1 (THF). Run at time 20 minute. Yields the product CN1C=C(C2=C(C=CC=C12)C)CC#N ((1,4-Dimethyl-1H-indol-3-yl)-acetonitrile). As a reaction SMILES: [CH3:1][C:2]1[CH:10]=[CH:9][CH:8]=[C:7]2[C:3]=1[C:4]([CH2:11][C:12]#[N:13])=[CH:5][NH:6]2.[H-].[Na+].[CH3:16]I>C1COCC1>[CH3:16][N:6]1[C:7]2[C:3](=[C:2]([CH3:1])[CH:10]=[CH:9][CH:8]=2)[C:4]([CH2:11][C:12]#[N:13])=[CH:5]1 |f:1.2|. Reported procedure: (4-Methyl-1H-indol-3-yl)-acetonitrile (540 mg, 3.2 mmol), is taken up in dry THF (10.3 mL), cooled to zero, and sodium hydride (228 mg, 60% in mineral oil, 6 mmol) is added to the stirring solution. The reaction is stirred for 15 minutes at zero and methyl iodide (0.26 mL, 4 mmol) is added. The solution is stirred for 20 minutes at zero, and quenched by the slow addition of saturated aqueous ammonium chloride. The compound is extracted with ethyl acetate, dried (Na2SO4), filtered, and evaporated... Starting materials: [N+](=O)([O-])C1=CC=C(C=C1)S(=O)(=O)Cl (p-nitrobenzenesulfonyl chloride), ClC=1C=C(C=CC1)N1CCNCC1 (1-(m-chlorophenyl)piperazine). Run in C(C)N(CC)CC (triethylamine). As a reaction SMILES: [N+:1]([C:4]1[CH:9]=[CH:8][C:7]([S:10](Cl)(=[O:12])=[O:11])=[CH:6][CH:5]=1)([O-:3])=[O:2].[Cl:14][C:15]1[CH:16]=[C:17]([N:21]2[CH2:26][CH2:25][NH:24][CH2:23][CH2:22]2)[CH:18]=[CH:19][CH:20]=1>C(N(CC)CC)C>[N+:1]([C:4]1[CH:9]=[CH:8][C:7]([S:10]([N:24]2[CH2:23][CH2:22][N:21]([C:17]3[CH:18]=[CH:19][CH:20]=[C:15]([Cl:14])[CH:16]=3)[CH2:26][CH2:25]2)(=[O:12])=[O:11])=[CH:6][CH:5]=1)([O-:3])=[O:2]. The product is [N+](=O)([O-])C1=CC=C(C=C1)S(=O)(=O)N1CCN(CC1)C1=CC(=CC=C1)Cl (1-[(p-nitrophenyl)sulfonyl]-4-(m-chlorophenyl)piperazine). Procedure: In the manner given in Example 1A, p-nitrobenzenesulfonyl chloride, 1-(m-chlorophenyl)piperazine, and triethylamine are stirred at reflux to give 1-[(p-nitrophenyl)sulfonyl]-4-(m-chlorophenyl)piperazine. Reactants: OC=1C=C(C=CC1)C12CCCC(NC1)C2 (1-(3-hydroxyphenyl)-6-azabicyclo[3,2,1]octane), C(C1=CC=CC=C1)(=O)CCCl (2-benzoylethyl chloride), C([O-])([O-])=O.[K+].[K+] (potassium carbonate), [I-].[K+] (potassium iodide). Solvent: CN(C=O)C (dimethylformamide), O (water), C(Cl)(Cl)Cl (chloroform), C(Cl)(Cl)Cl (chloroform). Run at temperature 100 celsius, time 4 hour. The product is Cl.OC=1C=C(C=CC1)C12CCCC(N(C1)CCC(C1=CC=CC=C1)=O)C2 (1-(3-hydroxyphenyl)-6-(2-benzoylethyl)-6-azabicyclo[ 3,2,1]octane hydrochloride). Isolated yield 13.7%. RXN SMILES: [OH:1][C:2]1[CH:3]=[C:4]([C:8]23[CH2:15][CH:12]([NH:13][CH2:14]2)[CH2:11][CH2:10][CH2:9]3)[CH:5]=[CH:6][CH:7]=1.[C:16]([CH2:24][CH2:25][Cl:26])(=[O:23])[C:17]1[CH:22]=[CH:21][CH:20]=[CH:19][CH:18]=1.C(=O)([O-])[O-].[K+].[K+].[I-].[K+]>C(Cl)(Cl)Cl.O.CN(C)C=O>[ClH:26].[OH:1][C:2]1[CH:3]=[C:4]([C:8]23[CH2:15][CH:12]([N:13]([CH2:25][CH2:24][C:16](=[O:23])[C:17]4[CH:22]=[CH:21][CH:20]=[CH:19][CH:18]=4)[CH2:14]2)[CH2:11][CH2:10][CH2:9]3)[CH:5]=[CH:6][CH:7]=1 |f:2.3.4,5.6,10.11|. Procedure details: A mixture of 0.4 g of 1-(3-hydroxyphenyl)-6-azabicyclo[3,2,1]octane, 0.4 g of 2-benzoylethyl chloride, 0.4 of potassium carbonate, 0.03 g of potassium iodide and 5 ml of dimethylformamide is stirred at 100°C for 4 hours in a nitrogen atmosphere. After cooling, water is added to the mixture, and the aqueous mixture is extracted with chloroform. The chloroform extract is washed with water, dried and then evaporated to remove solvent. The residue thus obtained is dissolved in 5 ml of chloroform. Th...